This data is from the Open Reaction Database (ORD), a public repository of structured organic reaction records. The task is: describe an organic reaction: reactants, conditions, products, and yield Reactants: CCN=C=NCCCN(C)C, CC#N, Cl, O=C(O)c1ccc(F)c2ccccc12, COc1ccc(C(O)C(N)Cc2ccc(C(F)(F)F)cc2)cc1, O, On1nnc2ccccc21. Product: COc1ccc(C(O)C(Cc2ccc(C(F)(F)F)cc2)NC(=O)c2ccc(F)c3ccccc23)cc1. RXN SMILES: [CH2:39]([N:40]=[C:41]=[N:42][CH2:43][CH2:44][CH2:45][N:46]([CH3:47])[CH3:48])[CH3:49].[CH3:60][C:61]#[N:62].[ClH:38].[F:24][c:25]1[cH:26][cH:27][c:28]([C:35](=[O:36])[OH:37])[c:29]2[cH:30][cH:31][cH:32][cH:33][c:34]12.[NH2:1][CH:2]([CH:3]([OH:4])[c:5]1[cH:6][cH:7][c:8]([O:11][CH3:12])[cH:9][cH:10]1)[CH2:13][c:14]1[cH:15][cH:16][c:17]([C:20]([F:21])([F:22])[F:23])[cH:18][cH:19]1.[OH2:63].[OH:50][n:51]1[c:52]2[cH:53][cH:54][cH:55][cH:56][c:57]2[n:58][n:59]1>>[NH:1]([CH:2]([CH:3]([OH:4])[c:5]1[cH:6][cH:7][c:8]([O:11][CH3:12])[cH:9][cH:10]1)[CH2:13][c:14]1[cH:15][cH:16][c:17]([C:20]([F:21])([F:22])[F:23])[cH:18][cH:19]1)[C:35]([c:28]1[cH:27][cH:26][c:25]([F:24])[c:34]2[c:29]1[cH:30][cH:31][cH:32][cH:33]2)=[O:36]. The reactants are C(CCCCCCCCCCC)C1=NN=NN1 (5-dodecyl-1H-tetrazole), BrC1=C(C=CC=C1)CC(=O)OCC (ethyl 2-bromophenylacetate), C(CCCCCCCCC)C1=NN=NN1 (5-decyl-1H-tetrazole), C(C)OC(C(CCCCCCCCCCCC)Br)=O (ethyl-2-bromomyristate). Yields the product C(CCCCCCCCCCC)C=1N=NN(N1)C(C(=O)OCC)CCCCCCCCCCCC (ethyl (±)-5-dodecyl-α-dodecyl-2H-tetrazole-2-acetate). As a reaction SMILES: [CH2:1]([C:13]1[NH:17][N:16]=[N:15][N:14]=1)[CH2:2][CH2:3][CH2:4][CH2:5][CH2:6][CH2:7][CH2:8][CH2:9][CH2:10][CH2:11][CH3:12].C(C1NN=NN=1)CCCCCCCCC.[CH2:33]([O:35][C:36](=[O:51])[CH:37](Br)[CH2:38][CH2:39][CH2:40][CH2:41][CH2:42][CH2:43][CH2:44][CH2:45][CH2:46][CH2:47][CH2:48][CH3:49])[CH3:34].BrC1C=CC=CC=1CC(OCC)=O>>[CH2:1]([C:13]1[N:14]=[N:15][N:16]([CH:37]([CH2:38][CH2:39][CH2:40][CH2:41][CH2:42][CH2:43][CH2:44][CH2:45][CH2:46][CH2:47][CH2:48][CH3:49])[C:36]([O:35][CH2:33][CH3:34])=[O:51])[N:17]=1)[CH2:2][CH2:3][CH2:4][CH2:5][CH2:6][CH2:7][CH2:8][CH2:9][CH2:10][CH2:11][CH3:12]. Reported procedure: When in the general procedure of Example 71 an appropriate amount of 5-dodecyl-1H-tetrazole was substituted for 5-decyl-1H-tetrazole and an appropriate amount of ethyl-2-bromomyristate was substituted for ethyl 2-bromophenylacetate, the title compound was obtained. 1H NMR (CDCl3): δ5.47-5.41 (m, 1H); 4.25-4.17 (q, 2H); 2.94-2.88 (t, 2H); 2.45-2.26 (m, 2H); 1.82-1.65 (m, 2H); 1.33-1.20 (m, 41H); and 0.90-0.85 (t, 6H) ppm. Reactants: OC=C1C(NC2=CC(=CC=C12)C(=O)C1=CC=C(C=C1)NC(=O)C=1N(N=C(C1)C)CC)=O (2-Ethyl-5-methyl-2H-pyrazole-3-carboxylic acid [4-(3-hydroxymethylene-2-oxo-2,3-dihydro-1H-indole-6-carbonyl)-phenyl]-amide), NC1=CC=C(C=C1)N1CCOCC1 (N-(4-aminophenyl)morpholine). The solvent is C1CCOC1 (THF). Run at temperature 65 celsius, time 24 hour. Yields the product N1(CCOCC1)C1=CC=C(C=C1)NC=C1C(NC2=CC(=CC=C12)C(=O)C1=CC=C(C=C1)NC(=O)C=1N(N=C(C1)C)CC)=O (2-Ethyl-5-methyl-2H-pyrazole-3-carboxylic acid (4-{3-[(4-morpholin-4-yl-phenylamino)-methylene]-2-oxo-2,3-dihydro-1H-indole-6-carbonyl}-phenyl)-amide). Isolated yield 67.9%. As a reaction SMILES: O[CH:2]=[C:3]1[C:11]2[C:6](=[CH:7][C:8]([C:12]([C:14]3[CH:19]=[CH:18][C:17]([NH:20][C:21]([C:23]4[N:24]([CH2:29][CH3:30])[N:25]=[C:26]([CH3:28])[CH:27]=4)=[O:22])=[CH:16][CH:15]=3)=[O:13])=[CH:9][CH:10]=2)[NH:5][C:4]1=[O:31].[NH2:32][C:33]1[CH:38]=[CH:37][C:36]([N:39]2[CH2:44][CH2:43][O:42][CH2:41][CH2:40]2)=[CH:35][CH:34]=1>C1COCC1>[N:39]1([C:36]2[CH:35]=[CH:34][C:33]([NH:32][CH:2]=[C:3]3[C:11]4[C:6](=[CH:7][C:8]([C:12]([C:14]5[CH:15]=[CH:16][C:17]([NH:20][C:21]([C:23]6[N:24]([CH2:29][CH3:30])[N:25]=[C:26]([CH3:28])[CH:27]=6)=[O:22])=[CH:18][CH:19]=5)=[O:13])=[CH:9][CH:10]=4)[NH:5][C:4]3=[O:31])=[CH:38][CH:37]=2)[CH2:44][CH2:43][O:42][CH2:41][CH2:40]1. Procedure details: A small screw cap test tube was charged with 2-Ethyl-5-methyl-2H-pyrazole-3-carboxylic acid [4-(3-hydroxymethylene-2-oxo-2,3-dihydro-1H-indole-6-carbonyl)-phenyl]-amide (prepared below, 100 mg, 0.240 mmol) and THF (1 mL). To the resulting solution was added N-(4-aminophenyl)morpholine (47.08 mg, 0.264 mmol), and the mixture was stirred for 24 h at 65° C. Subsequently, the reaction mixture was cooled to room temperature and concentrated in vacuo. The crude residue was purified via flash silca gel... The reactants are CS(C)=O, Clc1cncc(Cl)c1Cl, [H-], [K+], COc1ccc2c(N)cc(=O)[nH]c2c1OC1CCCC1, [Na+], O=P([O-])(O)O. Product: COc1ccc2c(Nc3c(Cl)cncc3Cl)cc(=O)[nH]c2c1OC1CCCC1. As a reaction SMILES: [CH3:38][S:39]([CH3:40])=[O:41].[Cl:23][c:24]1[cH:25][n:26][cH:27][c:28]([Cl:31])[c:29]1[Cl:30].[H-:21].[K+:37].[NH2:1][c:2]1[cH:3][c:4](=[O:20])[nH:5][c:6]2[c:7]([O:14][CH:15]3[CH2:16][CH2:17][CH2:18][CH2:19]3)[c:8]([O:12][CH3:13])[cH:9][cH:10][c:11]12.[Na+:22].[P:32]([O-:33])([OH:34])([OH:35])=[O:36]>>[NH:1]([c:2]1[cH:3][c:4](=[O:20])[nH:5][c:6]2[c:7]([O:14][CH:15]3[CH2:16][CH2:17][CH2:18][CH2:19]3)[c:8]([O:12][CH3:13])[cH:9][cH:10][c:11]12)[c:29]1[c:24]([Cl:23])[cH:25][n:26][cH:27][c:28]1[Cl:31]. The reactants are C1(=CC=CS1)C(=O)C1=CC=C2N1CCC2C(=O)OC(C)C (isopropyl 5-(2-thenoyl)-1,2-dihydro-3H-pyrrolo[1,2-a]pyrrole-1-carboxylate), CO (methanol), C([O-])([O-])=O.[K+].[K+] (potassium carbonate). The solvent is O (water). Product: C1(=CC=CS1)C(=O)C1=CC=C2N1CCC2C(=O)O (5-(2-thenoyl)-1,2-dihydro-3H-pyrrolo[1,2-a]pyrrole-1-carboxylic acid). Reaction SMILES: [C:1]1([C:6]([C:8]2[N:12]3[CH2:13][CH2:14][CH:15]([C:16]([O:18]C(C)C)=[O:17])[C:11]3=[CH:10][CH:9]=2)=[O:7])[S:5][CH:4]=[CH:3][CH:2]=1.CO.C(=O)([O-])[O-].[K+].[K+]>O>[C:1]1([C:6]([C:8]2[N:12]3[CH2:13][CH2:14][CH:15]([C:16]([OH:18])=[O:17])[C:11]3=[CH:10][CH:9]=2)=[O:7])[S:5][CH:4]=[CH:3][CH:2]=1 |f:2.3.4|. Reported procedure: A solution of 336 mg. of isopropyl 5-(2-thenoyl)-1,2-dihydro-3H-pyrrolo[1,2-a]pyrrole-1-carboxylate in 10 ml. of methanol is treated with a solution of 690 mg. of potassium carbonate in 5 ml. of water. The reaction mixture is refluxed under nitrogen atmosphere for 2 hours, cooled, and evaporated to dryness. The residue is taken up in 10 ml. of 10% aqueous hydrochloric acid and 50 ml. of water and the resultant mixture extracted with ethyl acetate (2 × 50 ml.). The combined extracts are dried ove...